describe an organic reaction: reactants, conditions, products, and yield From a dataset of the Open Reaction Database (ORD), a public repository of structured organic reaction records. The reactants are CC(CCCCC#CC=O)C (8-methylnon-2-yn-1-al), COC(OC)OC (trimethylorthoformate), para-toluene-sulfuric acid. Yields the product COC(C#CCCCCC(C)C)OC (1,1-dimethoxy-8-methyl-non-2-yne). Reported procedure: One gm. (0.007 mole) of 8-methylnon-2-yn-1-al, 10 gm. (0.1 mole) of trimethylorthoformate and 0.2 g of para-toluene-sulfuric acid were distilled. Methyl formate and methyl alcohol were collected. The solution was diluted with 15 ml of water and extracted with ether. The ether solution was washed with 5% sodium bicarbonate, and then water. The ether extract was dried over sodium sulfate, concentrate and distilled under vacuum to give 1,1-dimethoxy-8-methyl-non-2-yne. Reaction SMILES: [CH3:1][CH:2]([CH3:11])[CH2:3][CH2:4][CH2:5][CH2:6][C:7]#[C:8]C=O.[CH3:12][O:13][CH:14](OC)[O:15][CH3:16]>>[CH3:12][O:13][CH:14]([O:15][CH3:16])[C:8]#[C:7][CH2:6][CH2:5][CH2:4][CH2:3][CH:2]([CH3:11])[CH3:1]. Starting materials: C(CC(=O)C)(=O)OCC(C)C (i-butyl acetoacetate), CH3 COONa, O (water), [Cl-].C1(=CC=CC=C1)[N+]#N (phenyldiazonium chloride). Solvent: C(C)O (ethanol). Yields the product C1(=CC=CC=C1)NN=C(C(=O)OCC(C)C)C(C)=O (i-Butyl 2-phenylhydrazono-3-oxobutyrate). The yield is 88.1%. RXN SMILES: [C:1]([O:7][CH2:8][CH:9]([CH3:11])[CH3:10])(=[O:6])[CH2:2][C:3]([CH3:5])=[O:4].O.[Cl-].[C:14]1([N+:20]#[N:21])[CH:19]=[CH:18][CH:17]=[CH:16][CH:15]=1>C(O)C>[C:14]1([NH:20][N:21]=[C:2]([C:3](=[O:4])[CH3:5])[C:1]([O:7][CH2:8][CH:9]([CH3:11])[CH3:10])=[O:6])[CH:19]=[CH:18][CH:17]=[CH:16][CH:15]=1 |f:2.3|. Procedure details: 15.8 g (0.1 mol) of i-butyl acetoacetate, 12 g (0.146 mol) of CH3 COONa, 20 ml of water, 75 ml of ethanol and a solution of 0.1 mol of phenyldiazonium chloride were treated as described in preparation 2. The precipitated solid was filtered an dried in vacuo yielding 23.1 g of the title compound. M.p.=45°-50° C. Starting materials: O (water), O.NN (Hydrazine hydrate), CC=1N(C=C(N1)C(=O)C1(CC1)C(F)(F)F)C(C1=CC=CC=C1)(C1=CC=CC=C1)C1=CC=CC=C1 ((2-methyl-1-trityl-1H-imidazol-4-yl)[1-(trifluoromethyl)cyclopropyl]methanone), [OH-].[K+] (potassium hydroxide). Solvent: C(CO)O (ethylene glycol). RXN SMILES: O.NN.[CH3:4][C:5]1[N:6]([C:19]([C:32]2[CH:37]=[CH:36][CH:35]=[CH:34][CH:33]=2)([C:26]2[CH:31]=[CH:30][CH:29]=[CH:28][CH:27]=2)[C:20]2[CH:25]=[CH:24][CH:23]=[CH:22][CH:21]=2)[CH:7]=[C:8]([C:10]([C:12]2([C:15]([F:18])([F:17])[F:16])[CH2:14][CH2:13]2)=O)[N:9]=1.[OH-].[K+].O>C(O)CO>[CH3:4][C:5]1[N:6]([C:19]([C:32]2[CH:37]=[CH:36][CH:35]=[CH:34][CH:33]=2)([C:26]2[CH:27]=[CH:28][CH:29]=[CH:30][CH:31]=2)[C:20]2[CH:21]=[CH:22][CH:23]=[CH:24][CH:25]=2)[CH:7]=[C:8]([CH2:10][C:12]2([C:15]([F:16])([F:17])[F:18])[CH2:13][CH2:14]2)[N:9]=1 |f:0.1,3.4|. Reaction conditions: temperature 120 celsius, time 20 minute. Reported procedure: Hydrazine hydrate (30 mL) was added to a solution of (2-methyl-1-trityl-1H-imidazol-4-yl)[1-(trifluoromethyl)cyclopropyl]methanone (15.78 g, 34.2 mmol) and powdered potassium hydroxide (9.6 g, 171 mmol) in ethylene glycol (200 mL). After stirring at 120° C. for 20 min, the reaction mixture was heated at 180° C. for 2 h. After cooling to ambient temperature, water was added and the mixture was extracted twice with ethyl acetate. The combined organic extracts were washed with brine, dried (sodium ... The product is CC=1N(C=C(N1)CC1(CC1)C(F)(F)F)C(C1=CC=CC=C1)(C1=CC=CC=C1)C1=CC=CC=C1 (2-methyl-4-{[1-(trifluoromethyl)cyclopropyl]methyl}-1-trityl-1H-imidazole). Reactants: CCCCCCO, CCOC(C)=O, CC(Cl)OC(=O)Cl, ClCCl, c1ccncc1. The product is CCCCCCOC(=O)OC(C)Cl. RXN SMILES: [CH2:1]([CH2:2][CH2:3][CH2:4][CH2:5][CH3:6])[OH:7].[CH3:21][CH2:22][O:23][C:24](=[O:25])[CH3:26].[Cl:14][CH:15]([CH3:16])[O:17][C:18](=[O:19])[Cl:20].[Cl:27][CH2:28][Cl:29].[cH:8]1[cH:9][cH:10][n:11][cH:12][cH:13]1>>[CH2:1]([CH2:2][CH2:3][CH2:4][CH2:5][CH3:6])[O:7][C:18]([O:17][CH:15]([Cl:14])[CH3:16])=[O:19]. Reactants: C1(=CC=CC=C1)[Mg]Br (phenylmagnesium bromide), O=C(CCN(C(OC(C)(C)C)=O)[C@@H](C)C1=CC=CC=C1)C ((S)-tert-butyl 3-oxobutyl(1-phenylethyl)carbamate). The solvent is C1CCOC1 (THF). Conditions: time 14 hour. The product is OC(CCN(C(OC(C)(C)C)=O)[C@@H](C)C1=CC=CC=C1)(C)C1=CC=CC=C1 (tert-Butyl 3-hydroxy-3-phenylbutyl((S)-1-phenylethyl)carbamate). As a reaction SMILES: [C:1]1([Mg]Br)[CH:6]=[CH:5][CH:4]=[CH:3][CH:2]=1.[O:9]=[C:10]([CH3:29])[CH2:11][CH2:12][N:13]([C@H:21]([C:23]1[CH:28]=[CH:27][CH:26]=[CH:25][CH:24]=1)[CH3:22])[C:14](=[O:20])[O:15][C:16]([CH3:19])([CH3:18])[CH3:17]>C1COCC1>[OH:9][C:10]([C:1]1[CH:6]=[CH:5][CH:4]=[CH:3][CH:2]=1)([CH3:29])[CH2:11][CH2:12][N:13]([C@H:21]([C:23]1[CH:24]=[CH:25][CH:26]=[CH:27][CH:28]=1)[CH3:22])[C:14](=[O:20])[O:15][C:16]([CH3:17])([CH3:18])[CH3:19]. Procedure: A solution of phenylmagnesium bromide (1.0 M in THF, 1.0 mL) was added dropwise to a solution of (S)-tert-butyl 3-oxobutyl(1-phenylethyl)carbamate (0.0421 g, 0.144 mmol in THF (4 mL) under N2 at rt. After the solution was stirred for 14 h, the reaction was quenched with 10% aq Na2CO3 (0.5 mL) and diluted with CH2Cl2. The organic layer was dried over Na2SO4. After the solvents were evaporated, the crude product was directly used in the next step without further purification. Starting materials: C(C1=CC=CC=C1)(=O)OC1=CC=C(C=C1)OCC=C(Cl)Cl (4-(3,3-dichloro-2-propenyloxy)-phenyl benzoate), [OH-].[K+] (potassium hydroxide), crude product, Cl (hydrochloric acid). Run in CO (methanol). Conditions: time 1 hour. Product: ClC(=CCOC1=CC=C(C=C1)O)Cl (4-(3,3-dichloro-2-propenyloxy)phenol). The yield is 87.0%. RXN SMILES: C([O:9][C:10]1[CH:15]=[CH:14][C:13]([O:16][CH2:17][CH:18]=[C:19]([Cl:21])[Cl:20])=[CH:12][CH:11]=1)(=O)C1C=CC=CC=1.[OH-].[K+].Cl>CO>[Cl:20][C:19]([Cl:21])=[CH:18][CH2:17][O:16][C:13]1[CH:14]=[CH:15][C:10]([OH:9])=[CH:11][CH:12]=1 |f:1.2|. Procedure: A reaction vessel was charged with 44.1 g of 4-(3,3-dichloro-2-propenyloxy)-phenyl benzoate and 400 ml of methanol, and 33 g of 30% aqueous potassium hydroxide solution was slowly added dropwise under ice cooling. After stirring for 1 hour, the mixture was made weak acidic by the addition of 10% hydrochloric acid, and then extracted twice with 150 m of diethyl ether under salting out. The ether layers were combined, washed with water, dried over anhydrous magnesium sulfate, and then concentrated... Starting materials: 15, Cl.C1(=CC=CC=C1)C(N1CCN(CC1)CCCNC1=C(C=CC=C1)[N+](=O)[O-])C1=CC=CC=C1 (4-(diphenylmethyl) N-(2-nitrophenyl)-1-piperazinepropanamine hydrochloride), [H][H] (hydrogen). The reagents and catalysts are [Ni] (Raney-nickel). The solvent is CO (methanol). Product: Cl.NC1=C(C=CC=C1)NCCCN1CCN(CC1)C(C1=CC=CC=C1)C1=CC=CC=C1 (N-(2-aminophenyl)-4-(diphenylmethyl)-1-piperazinepropanamine hydrochloride). RXN SMILES: [ClH:1].[C:2]1([CH:8]([C:28]2[CH:33]=[CH:32][CH:31]=[CH:30][CH:29]=2)[N:9]2[CH2:14][CH2:13][N:12]([CH2:15][CH2:16][CH2:17][NH:18][C:19]3[CH:24]=[CH:23][CH:22]=[CH:21][C:20]=3[N+:25]([O-])=O)[CH2:11][CH2:10]2)[CH:7]=[CH:6][CH:5]=[CH:4][CH:3]=1.[H][H]>[Ni].CO>[ClH:1].[NH2:25][C:20]1[CH:21]=[CH:22][CH:23]=[CH:24][C:19]=1[NH:18][CH2:17][CH2:16][CH2:15][N:12]1[CH2:11][CH2:10][N:9]([CH:8]([C:28]2[CH:29]=[CH:30][CH:31]=[CH:32][CH:33]=2)[C:2]2[CH:3]=[CH:4][CH:5]=[CH:6][CH:7]=2)[CH2:14][CH2:13]1 |f:0.1,5.6|. Procedure: A mixture of 15 parts of 4-(diphenylmethyl) N-(2-nitrophenyl)-1-piperazinepropanamine hydrochloride in 160 parts of methanol is hydrogenated at normal pressure and at room temperature with 5 parts of Raney-nickel catalyst. After the calculated amount of hydrogen is taken up, the catalyst is filtered off over hyflo and the filtrate is evaporated. The solid residue is crystallized from a mixture of 2-propanol and 2,2'-oxybispropane. The product is filtered off and dried, yielding N-(2-aminophenyl)... Procedure: 24 mg of (1-benzyl-2-oxo-2,5-dihydro-1H-pyrrol-3-yl)-acetic acid methyl ester (p) prepared by the above Step 2 was dissolved in methanol solution (0.1 mmol) and then 1.7 M methanolic suspension solution containing NH2OK (0.4 ml, 0.68 mmol) was added thereto at 0° C. and the resulting mixture was stirred for 4 hrs at room temperature. The resulting mixture was neutralized with 0.02 ml of acetic acid, diluted with 10% methanol/chloroform solution, filtered and concentrated in vacuo. The resulting ... Yield: 49.8%. Run at temperature 0 celsius, time 4 hour. The product is C(C1=CC=CC=C1)N1C(C(=CC1)CC(=O)NO)=O (2-(1-benzyl-2-oxo-2,5-dihydro-1H-pyrrol-3-yl)-N-hydroxy-acetamide). RXN SMILES: C[O:2][C:3](=O)[CH2:4][C:5]1[C:6](=[O:17])[N:7]([CH2:10][C:11]2[CH:16]=[CH:15][CH:14]=[CH:13][CH:12]=2)[CH2:8][CH:9]=1.CO.[NH2:21][O:22][K].C(O)(=O)C>CO.C(Cl)(Cl)Cl>[CH2:10]([N:7]1[CH2:8][CH:9]=[C:5]([CH2:4][C:3]([NH:21][OH:22])=[O:2])[C:6]1=[O:17])[C:11]1[CH:16]=[CH:15][CH:14]=[CH:13][CH:12]=1 |f:4.5|. Starting materials: COC(CC=1C(N(CC1)CC1=CC=CC=C1)=O)=O ((1-benzyl-2-oxo-2,5-dihydro-1H-pyrrol-3-yl)-acetic acid methyl ester), C(C)(=O)O (acetic acid), CO (methanol), methanolic suspension, NO[K] (NH2OK). The solvent is CO.C(Cl)(Cl)Cl (methanol chloroform). Starting materials: [OH-].[Na+] (sodium hydroxide), COC(CC=1C=NC=C(C1)C1=C(C=C(C=C1)C(CC)(C1=CC(=C(C=C1)C#CC(C(F)(F)F)(C(F)(F)F)O)C)CC)C)=O ([5-(4-{1-ethyl-1-[3-methyl-4-(4,4,4-trifluoro-3-hydroxy-3-trifluoromethyl-1-butynyl)-phenyl]-propyl}-2-methyl-phenyl)-pyridin-3-yl]-acetic acid methyl ester), [Cl-].[NH4+] (ammonium chloride). Run in CO (methanol). Reaction conditions: time 5 hour. Product: C(C)C(CC)(C1=CC(=C(C=C1)C#CC(C(F)(F)F)(C(F)(F)F)O)C)C1=CC(=C(C=C1)C=1C=C(C=NC1)CC(=O)O)C ([5-(4-{1-ethyl-1-[3-methyl-4-(4,4,4-trifluoro-3-hydroxy-3-trifluoromethyl-1-butynyl)-phenyl]-propyl}-2-methyl-phenyl)-pyridin-3-yl]-acetic Acid). The yield is 66.8%. Reaction SMILES: [OH-].[Na+].C[O:4][C:5](=[O:44])[CH2:6][C:7]1[CH:8]=[N:9][CH:10]=[C:11]([C:13]2[CH:18]=[CH:17][C:16]([C:19]([CH2:41][CH3:42])([C:22]3[CH:27]=[CH:26][C:25]([C:28]#[C:29][C:30]([OH:39])([C:35]([F:38])([F:37])[F:36])[C:31]([F:34])([F:33])[F:32])=[C:24]([CH3:40])[CH:23]=3)[CH2:20][CH3:21])=[CH:15][C:14]=2[CH3:43])[CH:12]=1.[Cl-].[NH4+]>CO>[CH2:20]([C:19]([C:16]1[CH:17]=[CH:18][C:13]([C:11]2[CH:12]=[C:7]([CH2:6][C:5]([OH:44])=[O:4])[CH:8]=[N:9][CH:10]=2)=[C:14]([CH3:43])[CH:15]=1)([C:22]1[CH:27]=[CH:26][C:25]([C:28]#[C:29][C:30]([OH:39])([C:35]([F:36])([F:37])[F:38])[C:31]([F:33])([F:34])[F:32])=[C:24]([CH3:40])[CH:23]=1)[CH2:41][CH3:42])[CH3:21] |f:0.1,3.4|. Procedure details: A 2 N sodium hydroxide aqueous solution (0.16 mL) was added to a solution of [5-(4-{1-ethyl-1-[3-methyl-4-(4,4,4-trifluoro-3-hydroxy-3-trifluoromethyl-1-butynyl)-phenyl]-propyl}-2-methyl-phenyl)-pyridin-3-yl]-acetic acid methyl ester (Example 80-(2); 31.9 mg, 0.0539 mmol) in methanol (1.0 mL), and the mixture was stirred for five hours. A saturated aqueous ammonium chloride solution was added to the reaction mixture, followed by extraction with ethyl acetate. The organic layer was washed with wa... Reactants: C(C1=CC=CC=C1)OCCSC1=C(C=CC=C1)C(C)(C)NC=1C(N(C=C(N1)Br)C=1C=C(C(=O)NC2CC2)C=C(C1C)F)=O (3-[3-{[1-(2-{[2-(Benzyloxy)ethyl]sulfanyl}phenyl)-1-methylethyl]amino}-5-bromo-2-oxopyrazin-1(2H)-yl]-N-cyclopropyl-5-fluoro-4-methylbenzamide), C(=O)[O-].[NH4+] (ammonium formate). Reagents/catalysts: [Pd] (Pd/C), [Pd] (Pd/C). The solvent is C(C)O (ethanol), C(C)O (ethanol). Conditions: temperature 75 celsius. The product is C(C1=CC=CC=C1)OCCSC1=C(C=CC=C1)C(C)(C)NC=1C(N(C=CN1)C=1C=C(C(=O)NC2CC2)C=C(C1C)F)=O (3-[3-{[1-(2-{[2-(Benzyloxy)ethyl]sulfanyl}phenyl)-1-methylethyl]amino}-2-oxopyrazin-1(2H)-yl]-N-cyclopropyl-5-fluoro-4-methylbenzamide). The yield is 86.1%. As a reaction SMILES: [CH2:1]([O:8][CH2:9][CH2:10][S:11][C:12]1[CH:17]=[CH:16][CH:15]=[CH:14][C:13]=1[C:18]([NH:21][C:22]1[C:23](=[O:43])[N:24]([C:29]2[CH:30]=[C:31]([CH:38]=[C:39]([F:42])[C:40]=2[CH3:41])[C:32]([NH:34][CH:35]2[CH2:37][CH2:36]2)=[O:33])[CH:25]=[C:26](Br)[N:27]=1)([CH3:20])[CH3:19])[C:2]1[CH:7]=[CH:6][CH:5]=[CH:4][CH:3]=1.C([O-])=O.[NH4+]>C(O)C.[Pd]>[CH2:1]([O:8][CH2:9][CH2:10][S:11][C:12]1[CH:17]=[CH:16][CH:15]=[CH:14][C:13]=1[C:18]([NH:21][C:22]1[C:23](=[O:43])[N:24]([C:29]2[CH:30]=[C:31]([CH:38]=[C:39]([F:42])[C:40]=2[CH3:41])[C:32]([NH:34][CH:35]2[CH2:37][CH2:36]2)=[O:33])[CH:25]=[CH:26][N:27]=1)([CH3:20])[CH3:19])[C:2]1[CH:7]=[CH:6][CH:5]=[CH:4][CH:3]=1 |f:1.2|. Procedure details: To 3-[3-{[1-(2-{[2-(Benzyloxy)ethyl]sulfanyl}phenyl)-1-methylethyl]amino}-5-bromo-2-oxopyrazin-1(2H)-yl]-N-cyclopropyl-5-fluoro-4-methylbenzamide (Example 320e, 1.7 g) in ethanol (35 mL) was added ammonium formate (2.255 g) and Pd/C (0.544 g) and the resulting solution heated at 75° C. for 1 h. After cooling to room temperature, type 490 paste 10% Pd/C (0.272 g) slurried in ethanol (5 mL) was added and the reaction heated to 75° C. for 1 hr. The reaction was filtered through celite then the filt...